Dataset: the Open Reaction Database (ORD), a public repository of structured organic reaction records. Task: describe an organic reaction: reactants, conditions, products, and yield The reactants are Cl, CC1Cc2ccc(-c3ccnc(C(=O)O)c3)cc2CN1c1cc(N2CCN(C)CC2)nc(N)n1, C1CNC1. Yields the product CC1Cc2ccc(-c3ccnc(C(=O)N4CCC4)c3)cc2CN1c1cc(N2CCN(C)CC2)nc(N)n1. As a reaction SMILES: [ClH:35].[NH2:1][c:2]1[n:3][c:4]([N:28]2[CH2:29][CH2:30][N:31]([CH3:34])[CH2:32][CH2:33]2)[cH:5][c:6]([N:8]2[CH2:9][c:10]3[cH:11][c:12](-[c:19]4[cH:20][c:21]([C:25](=[O:26])[OH:27])[n:22][cH:23][cH:24]4)[cH:13][cH:14][c:15]3[CH2:16][CH:17]2[CH3:18])[n:7]1.[NH:36]1[CH2:37][CH2:38][CH2:39]1>>[NH2:1][c:2]1[n:3][c:4]([N:28]2[CH2:29][CH2:30][N:31]([CH3:34])[CH2:32][CH2:33]2)[cH:5][c:6]([N:8]2[CH2:9][c:10]3[cH:11][c:12](-[c:19]4[cH:20][c:21]([C:25](=[O:26])[N:36]5[CH2:37][CH2:38][CH2:39]5)[n:22][cH:23][cH:24]4)[cH:13][cH:14][c:15]3[CH2:16][CH:17]2[CH3:18])[n:7]1. Starting materials: CCCN(CCC)C(=O)c1cc(C(=O)OC)cc(-c2nccn2COCC)c1, CO, [Li+], C1CCOC1, [OH-], O. Yields the product CCCN(CCC)C(=O)c1cc(C(=O)O)cc(-c2nccn2COCC)c1. RXN SMILES: [CH2:1]([CH2:2][CH3:3])[N:4]([C:5](=[O:6])[c:7]1[cH:8][c:9]([C:10](=[O:11])[O:12][CH3:13])[cH:14][c:15](-[c:17]2[n:18]([CH2:22][O:23][CH2:24][CH3:25])[cH:19][cH:20][n:21]2)[cH:16]1)[CH2:26][CH2:27][CH3:28].[CH3:32][OH:33].[Li+:29].[O:34]1[CH2:35][CH2:36][CH2:37][CH2:38]1.[OH-:30].[OH2:31]>>[CH2:1]([CH2:2][CH3:3])[N:4]([C:5](=[O:6])[c:7]1[cH:8][c:9]([C:10](=[O:11])[OH:12])[cH:14][c:15](-[c:17]2[n:18]([CH2:22][O:23][CH2:24][CH3:25])[cH:19][cH:20][n:21]2)[cH:16]1)[CH2:26][CH2:27][CH3:28].